From a dataset of the Open Reaction Database (ORD), a public repository of structured organic reaction records. describe an organic reaction: reactants, conditions, products, and yield As a reaction SMILES: [Si:1]([O:8][CH2:9][C:10]1[N:15]=[CH:14][C:13]2[N:16]=[CH:17][N:18]([C:19]3[S:23][C:22]([C:24]([O:26]C)=O)=[C:21]([O:28][CH2:29][C:30]4[CH:35]=[CH:34][CH:33]=[CH:32][C:31]=4[CH2:36][CH3:37])[CH:20]=3)[C:12]=2[CH:11]=1)([C:4]([CH3:7])([CH3:6])[CH3:5])([CH3:3])[CH3:2].[NH3:38]>CO>[Si:1]([O:8][CH2:9][C:10]1[N:15]=[CH:14][C:13]2[N:16]=[CH:17][N:18]([C:19]3[S:23][C:22]([C:24]([NH2:38])=[O:26])=[C:21]([O:28][CH2:29][C:30]4[CH:35]=[CH:34][CH:33]=[CH:32][C:31]=4[CH2:36][CH3:37])[CH:20]=3)[C:12]=2[CH:11]=1)([C:4]([CH3:6])([CH3:7])[CH3:5])([CH3:3])[CH3:2]. The reactants are [Si](C)(C)(C(C)(C)C)OCC1=CC2=C(C=N1)N=CN2C2=CC(=C(S2)C(=O)OC)OCC2=C(C=CC=C2)CC (methyl 5-[6-({[tert-butyl(dimethyl)silyl]oxy}methyl)-1H-imidazo[4,5-c]pyridin-1-yl]-3-[(2-ethylbenzyl)oxy]thiophene-2-carboxylate), saturated solution, N (ammonia). Run in CO (methanol). Procedure: In a similar manner as described for example A5, 1.0 g of methyl 5-[6-({[tert-butyl(dimethyl)silyl]oxy}methyl)-1H-imidazo[4,5-c]pyridin-1-yl]-3-[(2-ethylbenzyl)oxy]thiophene-2-carboxylate and 60 ml of a saturated solution of ammonia in methanol yield the title compound. Product: [Si](C)(C)(C(C)(C)C)OCC1=CC2=C(C=N1)N=CN2C2=CC(=C(S2)C(=O)N)OCC2=C(C=CC=C2)CC (5-[6-({[tert-butyl(dimethyl)silyl]oxy}methyl)-1H-imidazo[4,5-c]pyridin-1-yl]-3-[(2-ethylbenzyl)oxy]thiophene-2-carboxamide).